This data is from the Open Reaction Database (ORD), a public repository of structured organic reaction records. The task is: describe an organic reaction: reactants, conditions, products, and yield Reactants: CCCC[N+](CCCC)(CCCC)CCCC, C[Si](C)(C)C#Cc1ccc(S(C)(=O)=O)cc1, CCOC(C)=O, CCCCCC, [F-], C1CCOC1, O. Yields the product C#Cc1ccc(S(C)(=O)=O)cc1. Reaction SMILES: [CH2:19]([N+:20]([CH2:21][CH2:22][CH2:23][CH3:24])([CH2:25][CH2:26][CH2:27][CH3:28])[CH2:29][CH2:30][CH2:31][CH3:32])[CH2:33][CH2:34][CH3:35].[CH3:1][S:2](=[O:3])(=[O:4])[c:5]1[cH:6][cH:7][c:8]([C:11]#[C:12][Si:13]([CH3:14])([CH3:15])[CH3:16])[cH:9][cH:10]1.[CH3:36][CH2:37][O:38][C:39](=[O:40])[CH3:41].[CH3:47][CH2:48][CH2:49][CH2:50][CH2:51][CH3:52].[F-:18].[O:42]1[CH2:43][CH2:44][CH2:45][CH2:46]1.[OH2:17]>>[CH3:1][S:2](=[O:3])(=[O:4])[c:5]1[cH:6][cH:7][c:8]([C:11]#[CH:12])[cH:9][cH:10]1. The reactants are aqueous solution, [OH-].[Na+] (sodium hydroxide), C(C)(C)(C)C1=C(C=C(C=C1)CCC(=O)OCC)NC(CC(CCCCC)C1=C(C(=CC=C1)OC)OC)=O (N-[2-t-butyl-5-(2-ethoxycarbonylethyl)phenyl]-3-(2,3-dimethoxyphenyl)octanamide). The solvent is C(C)O (ethanol). Conditions: time 13 hour. Product: C(C)(C)(C)C1=C(C=C(C=C1)CCC(=O)O)NC(CC(CCCCC)C1=C(C(=CC=C1)OC)OC)=O (N-[2-t-Butyl-5-(2-carboxyethyl)phenyl]-3-(2,3-dimethoxyphenyl)octanamide). Yield: 98.3%. RXN SMILES: [OH-].[Na+].[C:3]([C:7]1[CH:12]=[CH:11][C:10]([CH2:13][CH2:14][C:15]([O:17]CC)=[O:16])=[CH:9][C:8]=1[NH:20][C:21](=[O:39])[CH2:22][CH:23]([C:29]1[CH:34]=[CH:33][CH:32]=[C:31]([O:35][CH3:36])[C:30]=1[O:37][CH3:38])[CH2:24][CH2:25][CH2:26][CH2:27][CH3:28])([CH3:6])([CH3:5])[CH3:4]>C(O)C>[C:3]([C:7]1[CH:12]=[CH:11][C:10]([CH2:13][CH2:14][C:15]([OH:17])=[O:16])=[CH:9][C:8]=1[NH:20][C:21](=[O:39])[CH2:22][CH:23]([C:29]1[CH:34]=[CH:33][CH:32]=[C:31]([O:35][CH3:36])[C:30]=1[O:37][CH3:38])[CH2:24][CH2:25][CH2:26][CH2:27][CH3:28])([CH3:4])([CH3:5])[CH3:6] |f:0.1|. Reported procedure: 5 ml of an aqueous solution containing 490 mg (12.2 mmol) of sodium hydroxide were added to a solution of 1.56 g (3.05 mmol) of N-[2-t-butyl-5-(2-ethoxycarbonylethyl)phenyl]-3-(2,3-dimethoxyphenyl)octanamide (prepared as described in Preparation 76) in 15 ml of ethanol, and the resulting mixture was stirred at room temperature for 13 hours. At the end of this time, the solvent was removed by distillation under reduced pressure, and the resulting residue was dissolved in water. The aqueous mixtur... Reactants: CC1=CC(=CC(=N1)C1=NC(=CC=C1)C=1C=C(C=CC1)S(=O)(=O)Cl)C1=CC=C(C=C1)C(F)(F)F (3-[6′-methyl-4′-(4-trifluoromethyl-phenyl)-[2,2′]bipyridinyl-6-yl]-benzenesulfonyl chloride), OCCOC1CCNCC1 (4-(2-hydroxyethoxy)piperidine). Run in C1CCOC1 (THF), CCOC(=O)C (EtOAc). The product is CC1=CC(=CC(=N1)C1=NC(=CC=C1)C=1C=C(C=CC1)S(=O)(=O)N1CCC(CC1)OCCO)C1=CC=C(C=C1)C(F)(F)F (2-(1-{3-[6′-Methyl-4′-(4-trifluoromethyl-phenyl)-[2,2′]bipyridinyl-6-yl]-benzenesulfonyl}-piperidin-4-yloxy)-ethanol). The yield is 49.1%. As a reaction SMILES: [CH3:1][C:2]1[N:7]=[C:6]([C:8]2[CH:13]=[CH:12][CH:11]=[C:10]([C:14]3[CH:15]=[C:16]([S:20](Cl)(=[O:22])=[O:21])[CH:17]=[CH:18][CH:19]=3)[N:9]=2)[CH:5]=[C:4]([C:24]2[CH:29]=[CH:28][C:27]([C:30]([F:33])([F:32])[F:31])=[CH:26][CH:25]=2)[CH:3]=1.[OH:34][CH2:35][CH2:36][O:37][CH:38]1[CH2:43][CH2:42][NH:41][CH2:40][CH2:39]1>C1COCC1.CCOC(C)=O>[CH3:1][C:2]1[N:7]=[C:6]([C:8]2[CH:13]=[CH:12][CH:11]=[C:10]([C:14]3[CH:15]=[C:16]([S:20]([N:41]4[CH2:42][CH2:43][CH:38]([O:37][CH2:36][CH2:35][OH:34])[CH2:39][CH2:40]4)(=[O:22])=[O:21])[CH:17]=[CH:18][CH:19]=3)[N:9]=2)[CH:5]=[C:4]([C:24]2[CH:29]=[CH:28][C:27]([C:30]([F:33])([F:32])[F:31])=[CH:26][CH:25]=2)[CH:3]=1. Reported procedure: The title compound was prepared from 3-[6′-methyl-4′-(4-trifluoromethyl-phenyl)-[2,2′]bipyridinyl-6-yl]-benzenesulfonyl chloride (example I.2) (0.200 g, 0.409 mmol) by treatment with 4-(2-hydroxyethoxy)piperidine [CAS-no. 40256-14-2] (0.297 g, 2.05 mmol) in THF (5 mL) at 23° C. for 16 h. Diluted with EtOAc, washed with 5% citric acid, sat. NaHCO3-sol. and brine, dried organic layer over Na2SO4. Removal of the solvent in vacuum left a crude product, which was purified by silica gel column chromat... Starting materials: NCCN1C=NC=C1 (1-(2-aminoethyl)imidazole), C(C)(=O)OC1C2=CC=CC=C2OC=2C=CC=CC12 (9-acetoxyxanthene). Solvent: C1=CC=CC=C1 (benzene). Product: N1(C=NC=C1)CCNC1C2=CC=CC=C2OC=2C=CC=CC12 (N-[2-(1-imidazolyl)ethyl]-9-xanthenylamine). As a reaction SMILES: [NH2:1][CH2:2][CH2:3][N:4]1[CH:8]=[CH:7][N:6]=[CH:5]1.C(O[CH:13]1[C:26]2[CH:25]=[CH:24][CH:23]=[CH:22][C:21]=2[O:20][C:19]2[C:14]1=[CH:15][CH:16]=[CH:17][CH:18]=2)(=O)C>C1C=CC=CC=1>[N:4]1([CH2:3][CH2:2][NH:1][CH:13]2[C:14]3[CH:15]=[CH:16][CH:17]=[CH:18][C:19]=3[O:20][C:21]3[C:26]2=[CH:25][CH:24]=[CH:23][CH:22]=3)[CH:8]=[CH:7][N:6]=[CH:5]1. Reported procedure: A solution of 1.86 g. of 1-(2-aminoethyl)imidazole and 4.0 g. of 9-acetoxyxanthene dissolved in 100 ml. of dry benzene was refluxed for 24 hours. After cooling the solution was washed with 5% aqueous sodium carbonate solution and water, then dried over anhydrous sodium sulfate, filtered and concentrated in vacuo. The residue was redissolved in ether and deposited white crystals which were filtered and recrystallized from benzene-hexane to give N-[2-(1-imidazolyl)ethyl]-9-xanthenylamine, m.p. 90°... Starting materials: CC1(NC(CC(C1)NC1=NC=CC(=N1)C1=CC=C(C=C1)CC(C)O)(C)C)C (1-{4-[2-(2,2,6,6-tetramethyl-piperidin-4-ylamino)-pyrimidin-4-yl]-phenyl}-propan-2-ol), C1(=CC=C(C=C1)S(=O)(=O)Cl)C (p-toluenesulfonyl chloride). The solvent is N1=CC=CC=C1 (pyridine). The product is CC(CC1=CC=C(C=C1)C1=NC(=NC=C1)NC1CC(NC(C1)(C)C)(C)C)OS(=O)(=O)C1=CC=C(C=C1)C (Toluene-4-sulfonic acid 1-methyl-2-{4-[2-(2,2,6,6-tetramethyl-piperidin-4-ylamino)-pyrimidin-4-yl]-phenyl}-ethyl ester). Reaction SMILES: [CH3:1][C:2]1([CH3:27])[CH2:7][CH:6]([NH:8][C:9]2[N:14]=[C:13]([C:15]3[CH:20]=[CH:19][C:18]([CH2:21][CH:22]([OH:24])[CH3:23])=[CH:17][CH:16]=3)[CH:12]=[CH:11][N:10]=2)[CH2:5][C:4]([CH3:26])([CH3:25])[NH:3]1.[C:28]1([CH3:38])[CH:33]=[CH:32][C:31]([S:34](Cl)(=[O:36])=[O:35])=[CH:30][CH:29]=1>N1C=CC=CC=1>[CH3:23][CH:22]([O:24][S:34]([C:31]1[CH:32]=[CH:33][C:28]([CH3:38])=[CH:29][CH:30]=1)(=[O:36])=[O:35])[CH2:21][C:18]1[CH:19]=[CH:20][C:15]([C:13]2[CH:12]=[CH:11][N:10]=[C:9]([NH:8][CH:6]3[CH2:5][C:4]([CH3:26])([CH3:25])[NH:3][C:2]([CH3:1])([CH3:27])[CH2:7]3)[N:14]=2)=[CH:16][CH:17]=1. Procedure: The title compound was prepared from 1-{4-[2-(2,2,6,6-tetramethyl-piperidin-4-ylamino)-pyrimidin-4-yl]-phenyl}-propan-2-ol and p-toluenesulfonyl chloride in pyridine. Yield: 177 mg (100%). The reactants are Cc1ccccc1, CN(C)CCCCl, CN(C)C=O, [H-], [Na+], COc1ccc(O)c(C=O)c1. Product: COc1ccc(OCCCN(C)C)c(C=O)c1. As a reaction SMILES: [CH3:14][c:15]1[cH:16][cH:17][cH:18][cH:19][cH:20]1.[CH3:21][N:22]([CH2:23][CH2:24][CH2:25][Cl:26])[CH3:27].[CH3:28][N:29]([CH3:30])[CH:31]=[O:32].[H-:12].[Na+:13].[OH:1][c:2]1[c:3]([CH:4]=[O:5])[cH:6][c:7]([O:10][CH3:11])[cH:8][cH:9]1>>[O:1]([c:2]1[c:3]([CH:4]=[O:5])[cH:6][c:7]([O:10][CH3:11])[cH:8][cH:9]1)[CH2:25][CH2:24][CH2:23][N:22]([CH3:21])[CH3:27]. Reactants: C([O-])(O)=O.[Na+] (sodium bicarbonate), COC=1C=C2C=CC(=CC2=CC1)C(C(C)NC(=O)OCC)=O ((+)-1-(6-methoxy-2-naphthyl)-2-(ethoxycarbonyl)amino-1-propanone), C(OC)([O-])[O-] (methyl orthoformate), CS(=O)(=O)O (methanesulfonic acid). The solvent is CO (methanol). The product is COC(C(C)NC(=O)OCC)(C1=CC2=CC=C(C=C2C=C1)OC)OC ((+)-1-(6-methoxy-2-naphthyl)-2-(ethoxycarbonyl)amino-1-propanone dimethyl acetal). Reaction SMILES: [CH3:1][O:2][C:3]1[CH:4]=[C:5]2[C:10](=[CH:11][CH:12]=1)[CH:9]=[C:8]([C:13](=[O:22])[CH:14]([NH:16][C:17]([O:19][CH2:20][CH3:21])=[O:18])[CH3:15])[CH:7]=[CH:6]2.[CH:23]([O-])([O-])[O:24]C.[CH3:28]S(O)(=O)=O.C(=O)(O)[O-].[Na+]>CO>[CH3:28][O:22][C:13]([O:24][CH3:23])([C:8]1[CH:7]=[CH:6][C:5]2[C:10](=[CH:11][CH:12]=[C:3]([O:2][CH3:1])[CH:4]=2)[CH:9]=1)[CH:14]([NH:16][C:17]([O:19][CH2:20][CH3:21])=[O:18])[CH3:15] |f:3.4|. Procedure: 902 mg (3.00 mmols) of (+)-1-(6-methoxy-2-naphthyl)-2-(ethoxycarbonyl)amino-1-propanone and 6 ml of methyl orthoformate were stirred in 6 ml of anhydrous methanol at room temperature. 0.05 ml of methanesulfonic acid was added to the mixture which was then refluxed for 48 hours while stirring. The reaction mixture was cooled with ice and 20 ml of a saturated aqueous sodium bicarbonate solution was added in one portion. The mixture was extracted with methylene chloride (20 ml×2) and the extract wa...